From a dataset of the Open Reaction Database (ORD), a public repository of structured organic reaction records. describe an organic reaction: reactants, conditions, products, and yield The reactants are C (charcoal), Cl (hydrochloric acid), [Na].C1(=CC=CC=C1)COC(C1=C(C=CC=C1)OS(=O)(=O)NCC1=CC=CC=C1)=O (2-[[(phenylmethyl)aminosulfonyl]oxy]benzoic acid (phenylmethyl)ester sodium salt). Reagents/catalysts: [Pd] (palladium on carbon). Run in CO (methanol), CO (methanol), C1CCOC1 (THF). Reaction conditions: time 4 hour. The product is NS(=O)(=O)OC1=C(C(=O)O)C=CC=C1 (2-[(Aminosulfonyl)oxy]benzoic acid). The yield is 39.4%. RXN SMILES: [Na].C1(C[O:9][C:10](=[O:29])[C:11]2[CH:16]=[CH:15][CH:14]=[CH:13][C:12]=2[O:17][S:18]([NH:21]CC2C=CC=CC=2)(=[O:20])=[O:19])C=CC=CC=1.Cl.C>CO.[Pd].C1COCC1>[NH2:21][S:18]([O:17][C:12]1[CH:13]=[CH:14][CH:15]=[CH:16][C:11]=1[C:10]([OH:29])=[O:9])(=[O:20])=[O:19] |f:0.1,^1:0|. Reported procedure: To a suspension of 2-[[(phenylmethyl)aminosulfonyl]oxy]benzoic acid (phenylmethyl)ester sodium salt (35.3 g, 0.076 mole) in methanol (500 ml) was added 6.2 ml of concentrated hydrochloric acid and 2 g of 5% palladium on carbon catalyst wetted with methanol (50 ml). The mixture was hydrogenated for 4 hr and filtered. The filtrate was concentrated to an oil and resuspended in THF. The solids were removed by filtration and the filtrate concentrated. The residue was triturated with 1,1,1-trichloroet... Reactants: CC(C=C)CCC (3-Methyl-1-hexene), [N+](=O)(O)[O-] (nitric acid). Reaction conditions: temperature 65 celsius. The product is CC(=CC[N+](=O)[O-])CCC (3-Methyl-1-nitro-2-hexene). Reaction SMILES: [CH3:1][CH:2]([CH2:5][CH2:6][CH3:7])[CH:3]=[CH2:4].[N+:8]([O-])([OH:10])=[O:9]>>[CH3:1][C:2]([CH2:5][CH2:6][CH3:7])=[CH:3][CH2:4][N+:8]([O-:10])=[O:9]. Procedure: 3-Methyl-1-hexene (22.2 mL, 0.15 moles) was mixed with concentrated nitric acid (18 mL, 0.28 moles) at room temperature. With rapid stirring the solution was heated to 65° C. for 3 hours. The heat was removed and the solution stirred an additional 30 min. The organic layer was separated and washed with a saturated sodium chloride solution (3×15 mL) then dried over magnesium sulfate. Vacuum distillation (20 Torr, 28° C.) removed unreacted 3-methyl-1-hexene. A yellow oil remained. Gas chromatograp... Reactants: COC(C1=CC(=C(C=C1)C#N)C#N)=O (3,4-Dicyano-benzoic acid methyl ester), [Li+].[BH4-] (LiBH4). Solvent: C1CCOC1 (THF), C1CCOC1 (THF). Run at temperature 70 celsius. The product is OCC=1C=C(C(C#N)=CC1)C#N (4-Hydroxymethyl-phthalonitrile). Reaction SMILES: C[O:2][C:3](=O)[C:4]1[CH:9]=[CH:8][C:7]([C:10]#[N:11])=[C:6]([C:12]#[N:13])[CH:5]=1.[Li+].[BH4-]>C1COCC1>[OH:2][CH2:3][C:4]1[CH:5]=[C:6]([C:12]#[N:13])[C:7](=[CH:8][CH:9]=1)[C:10]#[N:11] |f:1.2|. Procedure: 3,4-Dicyano-benzoic acid methyl ester from step 1 (2.4 g, 12.9 mmol ) was dissolved in THF (65 ml). LiBH4 in THF (2 M, 12.9 ml, 25.8 mmol) was added. The reaction mixture was heated to 70° C. for 3 hours. The reaction was quenched carefully with 3N HCl and then extracted with EtOAc (3×20 mL). The organic layers were combined, washed with brine, dried (MgSO4), filtered and concentrated to yield the desired product. The reagents and catalysts are [O-]CC.[Ti+4].[O-]CC.[O-]CC.[O-]CC (titanium (IV) ethoxide). The product is BrC=1C=C(C(=NC1)F)\C=N\[S@](=O)C(C)(C)C ((R,E)-N-((5-Bromo-2-fluoropyridin-3-yl)methylene)-2-methylpropane-2-sulfinamide). Reaction SMILES: [Br:1][C:2]1[CH:3]=[N:4][C:5]([F:10])=[C:6]([CH:9]=1)[CH:7]=O.[CH3:11][C:12]([S@:15]([NH2:17])=[O:16])([CH3:14])[CH3:13]>C(Cl)Cl.[Cl-].[Na+].O.[O-]CC.[Ti+4].[O-]CC.[O-]CC.[O-]CC>[Br:1][C:2]1[CH:9]=[C:6](/[CH:7]=[N:17]/[S@@:15]([C:12]([CH3:14])([CH3:13])[CH3:11])=[O:16])[C:5]([F:10])=[N:4][CH:3]=1 |f:3.4.5,6.7.8.9.10|. Isolated yield 92.6%. Procedure details: To a solution of 5-bromo-2-fluoronicotinaldehyde (5 g, 24.51 mmol) and titanium (IV) ethoxide (15.42 ml, 73.5 mmol) in DCM (49.0 mL) was added (R)-2-methylpropane-2-sulfinamide (3.12 g, 25.7 mmol). The reaction mixture was then stirred at rt for 48 h. After 48 h, the reaction mixture was poured into brine at rt while rapidly stirring the mixture. The resulting suspension was filtered through a plug of CELITE®, and the filter cake was washed several times with DCM. The filtrate were separated, an... Conditions: time 48 hour. The solvent is C(Cl)Cl (DCM), [Cl-].[Na+].O (brine). Starting materials: BrC=1C=NC(=C(C=O)C1)F (5-bromo-2-fluoronicotinaldehyde), CC(C)(C)[S@@](=O)N ((R)-2-methylpropane-2-sulfinamide). Starting materials: COC1=CCCN1, CCOCC, C1=NCCCN2CCCCC12, N#CCc1ccc(-c2ccccc2)cc1. Yields the product N#CC(=C1CCCN1)c1ccc(-c2ccccc2)cc1. RXN SMILES: [CH3:1][O:2][C:3]1=[CH:7][CH2:6][CH2:5][NH:4]1.[CH3:34][CH2:35][O:36][CH2:37][CH3:38].[N:23]12[CH2:24][CH2:25][CH2:26][CH2:27][CH:28]1[CH:29]=[N:30][CH2:31][CH2:32][CH2:33]2.[c:8]1(-[c:14]2[cH:15][cH:16][c:17]([CH2:18][C:19]#[N:20])[cH:21][cH:22]2)[cH:9][cH:10][cH:11][cH:12][cH:13]1>>[C:3]1(=[C:18]([c:17]2[cH:16][cH:15][c:14](-[c:8]3[cH:9][cH:10][cH:11][cH:12][cH:13]3)[cH:22][cH:21]2)[C:19]#[N:20])[NH:4][CH2:5][CH2:6][CH2:7]1.